This data is from the Open Reaction Database (ORD), a public repository of structured organic reaction records. The task is: describe an organic reaction: reactants, conditions, products, and yield The reactants are NC=1C(=NC=CN1)C#N (3-amino-2-pyrazinecarbonitrile), COC1=CC=C(OCC(=N)N)C=C1 (2-(4-methoxyphenoxy)acetamidine), C(C)O.CN(C=O)C (ethanol N,N-dimethylformamide). Run in C(C)O (ethanol). Yields the product NC1=NC(=NC2=NC=CN=C12)COC1=CC=C(C=C1)OC (4-Amino-2-[(4-methoxyphenoxy)methyl]pteridine). Reaction SMILES: [NH2:1][C:2]1[C:3]([C:8]#[N:9])=[N:4][CH:5]=[CH:6][N:7]=1.[CH3:10][O:11][C:12]1[CH:22]=[CH:21][C:15]([O:16][CH2:17][C:18](N)=[NH:19])=[CH:14][CH:13]=1.C(O)C.CN(C)C=O>C(O)C>[NH2:9][C:8]1[C:3]2[C:2](=[N:7][CH:6]=[CH:5][N:4]=2)[N:1]=[C:18]([CH2:17][O:16][C:15]2[CH:21]=[CH:22][C:12]([O:11][CH3:10])=[CH:13][CH:14]=2)[N:19]=1 |f:2.3|. Procedure details: Obtained using the procedure described in section c of Example 2, starting with 9.8 g (0.082 mole) of 3-amino-2-pyrazinecarbonitrile and the above solution of 2-(4-methoxyphenoxy)acetamidine in absolute ethanol. Refluxing time: 2 hours. Yld: 5.5 g (24%), m.p. 238°-240° C. (ethanol/N,N-dimethylformamide). Reactants: C1(=CC=CC=C1)CCCC1(OC1)C(=O)O (2-(3-phenylpropyl)oxirane-2-carboxylic acid), [OH-].[Na+] (sodium hydroxide). Product: C1(=CC=CC=C1)CCCC1(OC1)C(=O)[O-].[Na+] (Sodium 2-(3-phenylpropyl)oxirane-2-carboxylate). RXN SMILES: [C:1]1([CH2:7][CH2:8][CH2:9][C:10]2([C:13]([OH:15])=[O:14])[CH2:12][O:11]2)[CH:6]=[CH:5][CH:4]=[CH:3][CH:2]=1.[OH-].[Na+:17]>>[C:1]1([CH2:7][CH2:8][CH2:9][C:10]2([C:13]([O-:15])=[O:14])[CH2:12][O:11]2)[CH:2]=[CH:3][CH:4]=[CH:5][CH:6]=1.[Na+:17] |f:1.2,3.4|. Reported procedure: 5 g of 2-(3-phenylpropyl)oxirane-2-carboxylic acid is dissolved in the equivalent amount of 1 N sodium hydroxide solution, and the resulting aqueous solution is washed once with diethyl ether and evaporated to dryness. The glassy residue, which is dried at 20° C. in vacuo, consists of the pure sodium salt. The reactants are CC1=C(C=O)C=CC=C1C (2,3-dimethylbenzaldehyde), C1(CC1)N (cyclopropylamine), C([O-])(O)=O.[Na+] (sodium bicarbonate), [BH4-].[Na+] (sodium borohydride). Run in CO (MeOH). Run at time 1 hour. The product is CC1=C(CNC2CC2)C=CC=C1C (N-(2,3-Dimethylbenzyl)cyclopropanamine). As a reaction SMILES: [CH3:1][C:2]1[C:9]([CH3:10])=[CH:8][CH:7]=[CH:6][C:3]=1[CH:4]=O.[CH:11]1([NH2:14])[CH2:13][CH2:12]1.C(=O)(O)[O-].[Na+].[BH4-].[Na+]>CO>[CH3:1][C:2]1[C:9]([CH3:10])=[CH:8][CH:7]=[CH:6][C:3]=1[CH2:4][NH:14][CH:11]1[CH2:13][CH2:12]1 |f:2.3,4.5|. Procedure: A mixture of 2,3-dimethylbenzaldehyde (1 eq.), cyclopropylamine (1.2 eq.) and sodium bicarbonate (1.5 eq.) were heated at reflux in MeOH (0.5 M) for 1 h. The reaction mixture was then cooled in ice and sodium borohydride (1.2 eq.) was introduced portionwise. Following the completion of addition, the reaction mixture was warmed to RT and stirred at RT for 1 h. The volatiles were then removed in vacuo and the resulting residue was partitioned between H2O and CH2Cl2. The organic layer was separated... Product: CCCNC(=O)CCc1ccc(O)cc1. Reactants: CCCN, ClCCl, Cl, C1CCOC1, O=C(O)CCc1ccc(O)cc1. As a reaction SMILES: [CH2:13]([CH2:14][CH3:15])[NH2:16].[CH2:23]([Cl:24])[Cl:25].[ClH:17].[O:18]1[CH2:19][CH2:20][CH2:21][CH2:22]1.[OH:1][c:2]1[cH:3][cH:4][c:5]([CH2:8][CH2:9][C:10](=[O:11])[OH:12])[cH:6][cH:7]1>>[OH:1][c:2]1[cH:3][cH:4][c:5]([CH2:8][CH2:9][C:10](=[O:12])[NH:16][CH2:13][CH2:14][CH3:15])[cH:6][cH:7]1. Starting materials: Br, O=C(n1ccnc1)n1ccnc1, COc1ccc(Cn2nnc(-c3cnc4cc(C(=O)O)ccn4c3=O)n2)cc1, CN(C)C=O, CC(C)c1csc(N)n1, Cl. The product is COc1ccc(Cn2nnc(-c3cnc4cc(C(=O)Nc5nc(C(C)C)cs5)ccn4c3=O)n2)cc1. RXN SMILES: [BrH:41].[C:29]([n:30]1[cH:31][cH:32][n:33][cH:34]1)([n:35]1[cH:36][cH:37][n:38][cH:39]1)=[O:40].[CH3:1][O:2][c:3]1[cH:4][cH:5][c:6]([CH2:7][n:8]2[n:9][c:10](-[c:13]3[cH:14][n:15][c:16]4[n:17]([c:18]3=[O:19])[cH:20][cH:21][c:22]([C:24](=[O:25])[OH:26])[cH:23]4)[n:11][n:12]2)[cH:27][cH:28]1.[CH3:52][N:53]([CH3:54])[CH:55]=[O:56].[CH:42]([CH3:43])([CH3:44])[c:45]1[n:46][c:47]([NH2:50])[s:48][cH:49]1.[ClH:51]>>[CH3:1][O:2][c:3]1[cH:4][cH:5][c:6]([CH2:7][n:8]2[n:9][c:10](-[c:13]3[cH:14][n:15][c:16]4[n:17]([c:18]3=[O:19])[cH:20][cH:21][c:22]([C:24](=[O:25])[NH:50][c:47]3[n:46][c:45]([CH:42]([CH3:43])[CH3:44])[cH:49][s:48]3)[cH:23]4)[n:11][n:12]2)[cH:27][cH:28]1. The reactants are C(C)(C)OC(=O)OCN1N=C(C(=N1)C(=O)OCC)C(C1=C(C=C(C(=C1)OC)OC)[N+](=O)[O-])=O (ethyl 2-(isopropoxycarbonyloxymethyl)-5-(4,5-dimethoxy-2-nitrobenzoyl)-2H-1,2,3-triazole-4-carboxylate), C(C)(C)OC(=O)N1N=C(C(=N1)C(=O)OCC)C(C1=C(C=C(C(=C1)OC)OC)[N+](=O)[O-])=O (ethyl 2-(isopropoxycarbonyl)-5-(4,5-dimethoxy-2-nitrobenzoyl)-2H-1,2,3-triazole-4-carboxylate), Example 3 ( 3a ). Procedure: The 2:1 mixture (870 mg) of ethyl 2-(isopropoxycarbonyloxymethyl)-5-(4,5-dimethoxy-2-nitrobenzoyl)-2H-1,2,3-triazole-4-carboxylate and ethyl 2-(isopropoxycarbonyl)-5-(4,5-dimethoxy-2-nitrobenzoyl)-2H-1,2,3-triazole-4-carboxylate prepared in step (7a) was reacted in the same manner as in Example 3 (3a). The reaction product was purified by column chromatography on silica gel (hexane/ethyl acetate) to give a 4:1 mixture (612 mg) of ethyl 5-(2-amino-4,5-dimethoxybenzoyl)-2-(isopropoxycarbonyloxymet... Yields the product NC1=C(C(=O)C=2C(=NN(N2)COC(=O)OC(C)C)C(=O)OCC)C=C(C(=C1)OC)OC (ethyl 5-(2-amino-4,5-dimethoxybenzoyl)-2-(isopropoxycarbonyloxymethyl)-2H-1,2,3-triazole-4-carboxylate). Reaction SMILES: [CH:1]([O:4][C:5]([O:7][CH2:8][N:9]1[N:13]=[C:12]([C:14]([O:16][CH2:17][CH3:18])=[O:15])[C:11]([C:19](=[O:33])[C:20]2[CH:25]=[C:24]([O:26][CH3:27])[C:23]([O:28][CH3:29])=[CH:22][C:21]=2[N+:30]([O-])=O)=[N:10]1)=[O:6])([CH3:3])[CH3:2].C(OC(N1N=C(C(OCC)=O)C(C(=O)C2C=C(OC)C(OC)=CC=2[N+]([O-])=O)=N1)=O)(C)C>>[NH2:30][C:21]1[CH:22]=[C:23]([O:28][CH3:29])[C:24]([O:26][CH3:27])=[CH:25][C:20]=1[C:19]([C:11]1[C:12]([C:14]([O:16][CH2:17][CH3:18])=[O:15])=[N:13][N:9]([CH2:8][O:7][C:5]([O:4][CH:1]([CH3:2])[CH3:3])=[O:6])[N:10]=1)=[O:33]. Isolated yield 75.2%.